From a dataset of the Open Reaction Database (ORD), a public repository of structured organic reaction records. describe an organic reaction: reactants, conditions, products, and yield Starting materials: C1(=CC=CC2=CC=CC=C12)S(=O)(=O)N1CC2C(C2C1)NC1=NC=C(C=N1)C(=O)OCC (ethyl 2-{[3-(napthylsulfonyl)-3-azabicyclo[3.1.0]hex-6-yl]amino}pyrimidine-5-carboxylate), [OH-].[Na+] (NaOH), C1CCOC1 (THF), Cl (HCl). Solvent: CO (MeOH). Run at time 2.5 hour. Product: C1=C(C=CC2=CC=CC=C12)S(=O)(=O)N1CC2C(C2C1)NC1=NC=C(C=N1)C(=O)O (2-{[3-(2-Naphthylsulfonyl)-3-azabicyclo[3.1.0]hex-6-yl]amino}pyrimidine-5-carboxylic acid). The yield is 88.0%. RXN SMILES: [C:1]1([S:11]([N:14]2[CH2:19][CH:18]3[CH:16]([CH:17]3[NH:20][C:21]3[N:26]=CC(C(OCC)=O)=[CH:23][N:22]=3)[CH2:15]2)(=[O:13])=[O:12])[C:10]2[C:5](=[CH:6][CH:7]=[CH:8][CH:9]=2)[CH:4]=[CH:3][CH:2]=1.[OH-:32].[Na+].Cl.[CH2:35]1[CH2:39][O:38]C[CH2:36]1>CO>[CH:10]1[C:5]2[C:4](=[CH:9][CH:8]=[CH:7][CH:6]=2)[CH:3]=[CH:2][C:1]=1[S:11]([N:14]1[CH2:19][CH:18]2[CH:16]([CH:17]2[NH:20][C:21]2[N:26]=[CH:36][C:35]([C:39]([OH:38])=[O:32])=[CH:23][N:22]=2)[CH2:15]1)(=[O:13])=[O:12] |f:1.2|. Reported procedure: To a solution of ethyl 2-{[3-(napthylsulfonyl)-3-azabicyclo[3.1.0]hex-6-yl]amino}pyrimidine-5-carboxylate (127 mg, 0.29 mmol) in THF (5 ml) and MeOH (1 ml) was added 1M NaOH (4 ml). The solution was stirred at r.t. for 2.5 h. The reaction mixture was acidified to pH˜⅚ with 2M HCl to give a white precipitate which was collected by filtration, washed with water and dried in vacuo to give the title compound as a white solid (105 mg, 88%). LC-MS purity 100%, m/z 411 [M+H]+. Reactants: N1[C@H](C(=O)O)CCC1 (L-proline), [OH-].[Na+] (sodium hydroxide), S1C(=CC=C1)CC(=O)O (thiolacetic acid), C([O-])([O-])=O.[K+].[K+] (potassium carbonate), BrC(C(=O)Cl)C(F)(F)F (2-bromo-3,3,3-trifluoropropanoic acid chloride). The solvent is O (water). Run at time 3 hour. Yields the product C(C)(=O)SC(C(=O)N1[C@H](C(=O)O)CCC1)C(F)(F)F (1-(2-acetylthio-3,3,3-trifluoropropanoyl)-L-proline). Reaction SMILES: [NH:1]1[CH2:8][CH2:7][CH2:6][C@H:2]1[C:3]([OH:5])=[O:4].Br[CH:10]([C:14]([F:17])([F:16])[F:15])[C:11](Cl)=[O:12].[S:18]1C=C[CH:20]=[C:19]1CC(O)=O.C(=O)([O-])[O-].[K+].[K+].[OH-:33].[Na+]>O>[C:19]([S:18][CH:10]([C:14]([F:17])([F:16])[F:15])[C:11]([N:1]1[CH2:8][CH2:7][CH2:6][C@H:2]1[C:3]([OH:5])=[O:4])=[O:12])(=[O:33])[CH3:20] |f:3.4.5,6.7|. Reported procedure: To a solution of L-proline (5.75 g.) in 1 N sodium hydroxide (50 ml.), chilled in an ice-water bath, 2-bromo-3,3,3-trifluoropropanoic acid chloride (12 g.) is added and the mixture is vigorously stirred at room temperature for three hours. A solution of thiolacetic acid (4 ml.) and potassium carbonate (4.8 g.) in water (50 ml.) is added and the mixture is stirred at room temperature for sixteen hours. After extraction with ethyl acetate, the aqueous layer is acidified with concentrated hydrochlo... The reactants are BrC(C(=O)C=1N=NC(=CC1C(F)(F)F)OCC)Br (2,2-dibromo-1-[6-ethoxy-4-(trifluoromethyl)pyridazin-3-yl]ethanone), Cl.Cl.N1=C(C(=C(C=C1)N)N)N (pyridine-2,3,4-triamine dihydrochloride), C(=O)([O-])[O-].[K+].[K+] (K2CO3). Solvent: O (H2O), O1CCOCC1 (dioxane), [Cl-].[Na+].O (brine). Reaction conditions: temperature 100 celsius. The product is C(C)OC1=CC(=C(N=N1)C1=CN=C2C(=N1)N=CC=C2N)C(F)(F)F (3-[6-Ethoxy-4-(trifluoromethyl)pyridazin-3-yl]pyrido[2,3-b]pyrazin-8-amine). Reaction SMILES: Br[CH:2](Br)[C:3]([C:5]1[N:6]=[N:7][C:8]([O:15][CH2:16][CH3:17])=[CH:9][C:10]=1[C:11]([F:14])([F:13])[F:12])=O.Cl.Cl.[N:21]1[CH:26]=[CH:25][C:24]([NH2:27])=[C:23]([NH2:28])[C:22]=1[NH2:29].C([O-])([O-])=O.[K+].[K+]>O.O1CCOCC1.[Cl-].[Na+].O>[CH2:16]([O:15][C:8]1[N:7]=[N:6][C:5]([C:3]2[N:29]=[C:22]3[N:21]=[CH:26][CH:25]=[C:24]([NH2:27])[C:23]3=[N:28][CH:2]=2)=[C:10]([C:11]([F:14])([F:13])[F:12])[CH:9]=1)[CH3:17] |f:1.2.3,4.5.6,9.10.11|. Procedure details: Dissolve 2,2-dibromo-1-[6-ethoxy-4-(trifluoromethyl)pyridazin-3-yl]ethanone (5.45 g, 13.9 mmol), pyridine-2,3,4-triamine dihydrochloride (3.42 g, 17.4 mmol; prepared essentially as described by Kogl et al. (1948) Recueil des Travaux Chimiques des Pays-Bas et de la Belgique 67:29-44) and K2CO3 (19.2 g, 139 mmol) in H2O (80 mL) and dioxane (40 mL). Heat the mixture at 100° C. for 3 hours. Cool and add brine (50 mL). Extract with EtOAc (3×50 mL). Combine, dry and evaporate the organic extracts. Pur... Reactants: CC(=O)NCC(=O)O, CN(C)C=O, CC(C)CNNC(=O)C(CC(C)C)C(CC=Cc1ccccc1)C(=O)NOC1CCCCO1. The product is CC(=O)NCC(=O)N(CC(C)C)NC(=O)C(CC(C)C)C(CC=Cc1ccccc1)C(=O)NOC1CCCCO1. RXN SMILES: [C:34]([CH3:35])(=[O:36])[NH:37][CH2:38][C:39](=[O:40])[OH:41].[CH3:42][N:43]([CH3:44])[CH:45]=[O:46].[O:1]1[CH:2]([O:7][NH:8][C:9](=[O:10])[CH:11]([CH2:12][CH:13]=[CH:14][c:15]2[cH:16][cH:17][cH:18][cH:19][cH:20]2)[CH:21]([C:22](=[O:23])[NH:24][NH:25][CH2:26][CH:27]([CH3:28])[CH3:29])[CH2:30][CH:31]([CH3:32])[CH3:33])[CH2:3][CH2:4][CH2:5][CH2:6]1>>[O:1]1[CH:2]([O:7][NH:8][C:9](=[O:10])[CH:11]([CH2:12][CH:13]=[CH:14][c:15]2[cH:16][cH:17][cH:18][cH:19][cH:20]2)[CH:21]([C:22](=[O:23])[NH:24][N:25]([CH2:26][CH:27]([CH3:28])[CH3:29])[C:39]([CH2:38][NH:37][C:34]([CH3:35])=[O:36])=[O:40])[CH2:30][CH:31]([CH3:32])[CH3:33])[CH2:3][CH2:4][CH2:5][CH2:6]1. Reactants: [Cl-].O[NH3+] (hydroxylammonium chloride), N1=CC=CC=C1 (pyridine), FC(C(=O)C1=CC=C(C=C1)OCCCCCCCCCCCC)(F)F (2,2,2-trifluoro-1-(4-dodecyloxyphenyl)-ethanone). Run in C(C)O (ethanol). Product: FC(C(=NO)C1=CC=C(C=C1)OCCCCCCCCCCCC)(F)F (2,2,2-trifluoro-1-(4-dodecyloxyphenyl)-ethanone oxime). Yield: 25.2%. Reaction SMILES: [F:1][C:2]([F:25])([F:24])[C:3]([C:5]1[CH:10]=[CH:9][C:8]([O:11][CH2:12][CH2:13][CH2:14][CH2:15][CH2:16][CH2:17][CH2:18][CH2:19][CH2:20][CH2:21][CH2:22][CH3:23])=[CH:7][CH:6]=1)=O.[Cl-].[OH:27][NH3+:28].N1C=CC=CC=1>C(O)C>[F:1][C:2]([F:25])([F:24])[C:3]([C:5]1[CH:10]=[CH:9][C:8]([O:11][CH2:12][CH2:13][CH2:14][CH2:15][CH2:16][CH2:17][CH2:18][CH2:19][CH2:20][CH2:21][CH2:22][CH3:23])=[CH:7][CH:6]=1)=[N:28][OH:27] |f:1.2|. Procedure: 32 g (89.3 mmol) of 2,2,2-trifluoro-1-(4-dodecyloxyphenyl)-ethanone are dissolved in 200 ml of ethanol. To the solution are added 7.4 g (107 mmol) of hydroxylammonium chloride and 21.2 g (268 mmol) of pyridine. The reaction mixture is refluxed for 1.5 hours, and the solvent is distilled off by a rotary evaporator. The residue is poured into water, and extracted with ethyl acetate. The organic phase is washed with potassium hydrogen sulfate aqueous solution, water, and brine, dried over MgSO4, an...